This data is from the Open Reaction Database (ORD), a public repository of structured organic reaction records. The task is: describe an organic reaction: reactants, conditions, products, and yield Reactants: CCN=C=NCCCN(C)C, CCN(C(C)C)C(C)C, Cl, O=C(c1cc(F)ccc1C(F)(F)F)N1CCNCC1, CN(C)C=O, O, On1nnc2ccccc21, O=C(O)CNC(=O)c1ccc(-c2ccccc2)cn1. Yields the product O=C(NCC(=O)N1CCN(C(=O)c2cc(F)ccc2C(F)(F)F)CC1)c1ccc(-c2ccccc2)cn1. As a reaction SMILES: [CH3:39][CH2:40][N:41]=[C:42]=[N:43][CH2:44][CH2:45][CH2:46][N:47]([CH3:48])[CH3:49].[CH:1]([N:2]([CH2:3][CH3:4])[CH:5]([CH3:6])[CH3:7])([CH3:8])[CH3:9].[ClH:50].[F:51][c:52]1[cH:53][cH:54][c:55]([C:66]([F:67])([F:68])[F:69])[c:56]([C:58](=[O:59])[N:60]2[CH2:61][CH2:62][NH:63][CH2:64][CH2:65]2)[cH:57]1.[O:70]=[CH:71][N:72]([CH3:73])[CH3:74].[OH2:75].[OH:29][n:30]1[c:31]2[c:32]([cH:33][cH:34][cH:35][cH:36]2)[n:37][n:38]1.[c:10]1(-[c:16]2[cH:17][cH:18][c:19]([C:22](=[O:23])[NH:24][CH2:25][C:26](=[O:27])[OH:28])[n:20][cH:21]2)[cH:11][cH:12][cH:13][cH:14][cH:15]1>>[c:10]1(-[c:16]2[cH:17][cH:18][c:19]([C:22](=[O:23])[NH:24][CH2:25][C:26](=[O:28])[N:63]3[CH2:62][CH2:61][N:60]([C:58]([c:56]4[c:55]([C:66]([F:67])([F:68])[F:69])[cH:54][cH:53][c:52]([F:51])[cH:57]4)=[O:59])[CH2:65][CH2:64]3)[n:20][cH:21]2)[cH:11][cH:12][cH:13][cH:14][cH:15]1. Starting materials: OC(C)C1CC=C(CC1)C (4-(1-hydroxyethyl)-1-methyl-cyclohexene), Cl (hydrochloric acid), C(C)(=O)O (acetic acid), C(C)(=O)O (acetic acid), C(CCC)ON=O (n-butylnitrite). Solvent: O (water). Reaction conditions: temperature 0 celsius. Product: ClC1(C(CC(CC1)C(C)O)=NO)C (2-chloro-5-(1-hydroxyethyl)-2-methyl-cyclohexanone oxime). As a reaction SMILES: [OH:1][CH:2]([CH:4]1[CH2:9][CH2:8][C:7]([CH3:10])=[CH:6][CH2:5]1)[CH3:3].C(O)(=O)C.C(O[N:20]=[O:21])CCC.[ClH:22]>O>[Cl:22][C:7]1([CH3:10])[CH2:8][CH2:9][CH:4]([CH:2]([OH:1])[CH3:3])[CH2:5][C:6]1=[N:20][OH:21]. Reported procedure: To a mixture of 21.0 g. (0.133 mole) of 4-(1-hydroxyethyl)-1-methyl-cyclohexene, 23 mg. glacial acetic acid and 26 ml. n-butylnitrite at 0° C. there is added dropwise a solution of 5 ml. concentrated hydrochloric acid and 5 ml. glacial acetic acid. After two additional hours while maintaining the temperature at 0° C., 500 ml. water is added and the solution is extracted with diethyl ether. These ether extracts are washed with water and brine and dried over magnesium sulfate. The magnesium sulfat... Reactants: C(CN(CC(=O)[O-])CC(=O)[O-])N(CC(=O)[O-])CC(=O)[O-].[Na+].[Na+].[Na+].[Na+] (SEQUESTRENE), C(CN(CC(=O)O)CC(=O)O)N(CC(=O)O)CC(=O)O (disodium EDTA). Product: N(CCO)(CCO)CCO (Triethanolamine). Procedure details: SEQUESTRENE® Na2 (disodium EDTA): 0.05 pbw Reaction SMILES: [CH2:1](N(CC([O-])=O)CC([O-])=O)[CH2:2][N:3]([CH2:8][C:9]([O-:11])=O)[CH2:4][C:5]([O-])=[O:6].[Na+].[Na+].[Na+].[Na+].C(N(CC(O)=O)CC(O)=O)CN(CC(O)=O)CC(O)=[O:30]>>[N:3]([CH2:2][CH2:1][OH:30])([CH2:8][CH2:9][OH:11])[CH2:4][CH2:5][OH:6] |f:0.1.2.3.4|. Starting materials: O=C1CCCCCCCCCCC1CCCBr, Cl, O=C1CCCCCCCCCCC1CCCO, Cc1ccc(S(=O)(=O)Cl)cc1, c1ccncc1. The product is Cc1ccc(S(=O)(=O)OCCCC2CCCCCCCCCCC2=O)cc1. RXN SMILES: [Br:1][CH2:2][CH2:3][CH2:4][CH:5]1[CH2:6][CH2:7][CH2:8][CH2:9][CH2:10][CH2:11][CH2:12][CH2:13][CH2:14][CH2:15][C:16]1=[O:17].[ClH:46].[OH:29][CH2:30][CH2:31][CH2:32][CH:33]1[C:34](=[O:45])[CH2:35][CH2:36][CH2:37][CH2:38][CH2:39][CH2:40][CH2:41][CH2:42][CH2:43][CH2:44]1.[S:18](=[O:19])(=[O:20])([c:21]1[cH:22][cH:23][c:24]([CH3:25])[cH:26][cH:27]1)[Cl:28].[cH:47]1[cH:48][cH:49][n:50][cH:51][cH:52]1>>[S:18](=[O:19])(=[O:20])([c:21]1[cH:22][cH:23][c:24]([CH3:25])[cH:26][cH:27]1)[O:29][CH2:30][CH2:31][CH2:32][CH:33]1[C:34](=[O:45])[CH2:35][CH2:36][CH2:37][CH2:38][CH2:39][CH2:40][CH2:41][CH2:42][CH2:43][CH2:44]1. The reactants are ( 20 ), Co(OAc)2·, C(C)(=O)O (acetic acid), O=O (oxygen), C(C)(=O)OC1=CC=C(C(=O)O)C=C1 (p-acetoxybenzoic acid), [Na+].[Br-] (NaBr), C1(=CC=C(C=C1)C)CC(=O)[O-] (p-cresylacetate), C(C)(=O)OC(C)=O (acetic anhydride), Mn(OAc)2·. Reaction conditions: temperature 100 celsius. The product is C(C)(=O)OC1=CC=C(C=O)C=C1 (p-acetoxybenzaldehyde). RXN SMILES: C1(CC([O-])=O)C=CC(C)=CC=1.C(OC(=O)C)(=O)C.C(O)(=O)C.[Na+].[Br-].O=O.[C:27]([O:30][C:31]1[CH:39]=[CH:38][C:34]([C:35](O)=[O:36])=[CH:33][CH:32]=1)(=[O:29])[CH3:28]>>[C:27]([O:30][C:31]1[CH:39]=[CH:38][C:34]([CH:35]=[O:36])=[CH:33][CH:32]=1)(=[O:29])[CH3:28] |f:3.4|. Procedure: Twenty (20) g. (0.13 moles) of p-cresylacetate, 40 g. (0.39 moles) of acetic anhydride, 40 g. (0.67 moles) of acetic acid, 0.5 g. (0.002 moles) Co(OAc)2· 4H2O, 0.49 g. (0.002 moles) Mn(OAc)2· 4H2O, and 0.43 g. (0.004 moles) NaBr were combined in a glass reactor and heated to 100° C. at atmospheric pressure under air flow of 50 ml/min. The reaction was continued for 71 hours at which time oxygen uptake ceased. Upon cooling, the reaction mixture solidified. Analysis of this material showed p-aceto...